From a dataset of the Open Reaction Database (ORD), a public repository of structured organic reaction records. describe an organic reaction: reactants, conditions, products, and yield Starting materials: CC(C)(C)OC(=O)N1CCC(c2nc(-c3ccc(F)c(C(F)(F)F)c3)c[nH]2)CC1, Cc1ccc(S(=O)(=O)OCC2CCCN2C(=O)OCc2ccccc2)cc1, [H-], [Na+], CN(C)C=O. Yields the product CC(C)(C)OC(=O)N1CCC(c2nc(-c3ccc(F)c(C(F)(F)F)c3)cn2CC2CCCN2C(=O)OCc2ccccc2)CC1. Reaction SMILES: [C:1]([CH3:2])([CH3:3])([CH3:4])[O:5][C:6](=[O:7])[N:8]1[CH2:9][CH2:10][CH:11]([c:14]2[nH:15][cH:16][c:17](-[c:19]3[cH:20][c:21]([C:26]([F:27])([F:28])[F:29])[c:22]([F:25])[cH:23][cH:24]3)[n:18]2)[CH2:12][CH2:13]1.[CH2:32]([c:33]1[cH:34][cH:35][cH:36][cH:37][cH:38]1)[O:39][C:40](=[O:41])[N:42]1[CH:43]([CH2:47][O:48][S:49]([c:50]2[cH:51][cH:52][c:53]([CH3:54])[cH:55][cH:56]2)(=[O:57])=[O:58])[CH2:44][CH2:45][CH2:46]1.[H-:31].[Na+:30].[O:59]=[CH:60][N:61]([CH3:62])[CH3:63]>>[C:1]([CH3:2])([CH3:3])([CH3:4])[O:5][C:6](=[O:7])[N:8]1[CH2:9][CH2:10][CH:11]([c:14]2[n:15]([CH2:47][CH:43]3[N:42]([C:40]([O:39][CH2:32][c:33]4[cH:34][cH:35][cH:36][cH:37][cH:38]4)=[O:41])[CH2:46][CH2:45][CH2:44]3)[cH:16][c:17](-[c:19]3[cH:20][c:21]([C:26]([F:27])([F:28])[F:29])[c:22]([F:25])[cH:23][cH:24]3)[n:18]2)[CH2:12][CH2:13]1. The reactants are ClC=1C(=NC=NC1Cl)N (5,6-dichloropyrimidin-4-amine), NCC1CCN(CC1)C(=O)OC(C)(C)C (tert-butyl 4-(aminomethyl)piperidine-1-carboxylate), O(C1=CC=CC=C1)C1=CC(=C(C=C1)B(O)O)C(F)(F)F ((4-phenoxy-2-(trifluoromethyl)phenyl)boronic acid), C(C=C)(=O)Cl (acryloyl chloride). Yields the product NC1=C(C(=NC=N1)NCC1CCN(CC1)C(C=C)=O)C1=C(C=C(C=C1)OC1=CC=CC=C1)C(F)(F)F (1-(4-(((6-amino-5-(4-phenoxy-2-(trifluoromethyl)phenyl)pyrimidin-4-yl)amino)methyl)piperidin-1-yl)prop-2-en-1-one). RXN SMILES: Cl[C:2]1[C:3]([NH2:9])=[N:4][CH:5]=[N:6][C:7]=1Cl.[NH2:10][CH2:11][CH:12]1[CH2:17][CH2:16][N:15]([C:18]([O:20]C(C)(C)C)=O)[CH2:14][CH2:13]1.[O:25]([C:32]1[CH:37]=[CH:36][C:35](B(O)O)=[C:34]([C:41]([F:44])([F:43])[F:42])[CH:33]=1)[C:26]1[CH:31]=[CH:30][CH:29]=[CH:28][CH:27]=1.[C:45](Cl)(=O)[CH:46]=C>>[NH2:9][C:3]1[N:4]=[CH:5][N:6]=[C:7]([NH:10][CH2:11][CH:12]2[CH2:13][CH2:14][N:15]([C:18](=[O:20])[CH:45]=[CH2:46])[CH2:16][CH2:17]2)[C:2]=1[C:35]1[CH:36]=[CH:37][C:32]([O:25][C:26]2[CH:31]=[CH:30][CH:29]=[CH:28][CH:27]=2)=[CH:33][C:34]=1[C:41]([F:44])([F:43])[F:42]. Procedure details: 1-(4-(((6-amino-5-(4-phenoxy-2-(trifluoromethyl)phenyl)pyrimidin-4-yl)amino)methyl)piperidin-1-yl)prop-2-en-1-one was prepared from 5,6-dichloropyrimidin-4-amine, tert-butyl 4-(aminomethyl)piperidine-1-carboxylate, (4-phenoxy-2-(trifluoromethyl)phenyl)boronic acid, and acryloyl chloride in four steps according to general scheme 2, using methods I, C, D and G. MS: m/z=498 [M+H]+. 1H-NMR (400 MHz, DMSO-d6) δ 8.35 (s, 1H), 7.50 (dd, 2H), 7.39 (m, 2H), 7.28 (t, 1H), 7.19 (d, J=7.8 Hz, 2H), 7.16-7.07...